describe an organic reaction: reactants, conditions, products, and yield From a dataset of the Open Reaction Database (ORD), a public repository of structured organic reaction records. Starting materials: Cc1n[nH]c(C)c1CCBr, O=C([O-])[O-], COC(=O)C=Cc1ccc(C2CCCN2)cc1, CC#N, ClCCl, [K+], [K+]. As a reaction SMILES: [Br:18][CH2:19][CH2:20][c:21]1[c:22]([CH3:27])[n:23][nH:24][c:25]1[CH3:26].[C:28](=[O:29])([O-:30])[O-:31].[CH3:1][O:2][C:3]([CH:4]=[CH:5][c:6]1[cH:7][cH:8][c:9]([CH:12]2[NH:13][CH2:14][CH2:15][CH2:16]2)[cH:10][cH:11]1)=[O:17].[CH3:34][C:35]#[N:36].[Cl:37][CH2:38][Cl:39].[K+:32].[K+:33]>>[CH3:1][O:2][C:3]([CH:4]=[CH:5][c:6]1[cH:7][cH:8][c:9]([CH:12]2[N:13]([CH2:19][CH2:20][c:21]3[c:22]([CH3:27])[n:23][nH:24][c:25]3[CH3:26])[CH2:14][CH2:15][CH2:16]2)[cH:10][cH:11]1)=[O:17]. The product is COC(=O)C=Cc1ccc(C2CCCN2CCc2c(C)n[nH]c2C)cc1. Reactants: ClC=1C=CC(=C(C1)O)NC1=NC2=C(N1C)C(=CC=C2)N(CCC)CCC (5-chloro-2-(7-dipropylamino-1-methyl-1H-benzimidazol-2-ylamino)phenol), C([O-])(O)=O.[Cs+] (cesium bicarbonate), BrCC#N (bromoacetonitrile), BrCC#N (Bromoacetonitrile), C([O-])([O-])=O.[K+].[K+] (potassium carbonate). Run in O1CCCC1 (tetrahydrofuran). Conditions: time 8 hour. Product: ClC=1C=CC(=C(OCC#N)C1)NC1=NC2=C(N1C)C(=CC=C2)N(CCC)CCC ([5-Chloro-2-[[7-(dipropylamino)-1-methyl-1H-benzimidazol-2-yl]amino]phenoxy]acetonitrile). Isolated yield 38.8%. Reaction SMILES: [Cl:1][C:2]1[CH:3]=[CH:4][C:5]([NH:9][C:10]2[N:14]([CH3:15])[C:13]3[C:16]([N:20]([CH2:24][CH2:25][CH3:26])[CH2:21][CH2:22][CH3:23])=[CH:17][CH:18]=[CH:19][C:12]=3[N:11]=2)=[C:6]([OH:8])[CH:7]=1.C(=O)(O)[O-].[Cs+].Br[CH2:33][C:34]#[N:35].C(=O)([O-])[O-].[K+].[K+]>O1CCCC1>[Cl:1][C:2]1[CH:3]=[CH:4][C:5]([NH:9][C:10]2[N:14]([CH3:15])[C:13]3[C:16]([N:20]([CH2:24][CH2:25][CH3:26])[CH2:21][CH2:22][CH3:23])=[CH:17][CH:18]=[CH:19][C:12]=3[N:11]=2)=[C:6]([CH:7]=1)[O:8][CH2:33][C:34]#[N:35] |f:1.2,4.5.6|. Procedure: To a solution of 48 mg (0.40 mmol) of 5-chloro-2-(7-dipropylamino-1-methyl-1H-benzimidazol-2-ylamino)phenol in 5 mL of tetrahydrofuran was added 114 mg (0.59 mmol) of cesium bicarbonate and 50 mg (0.41 mmol) of bromoacetonitrile and the reaction was stirred overnight at room temperature. Bromoacetonitrile, 200 mg (1.64 mmol), was added to the reaction and the mixture was stirred several hours at room temperature. Then 50 mg (0.36 mmol) of potassium carbonate was added to the reaction and it was ...